From a dataset of the Open Reaction Database (ORD), a public repository of structured organic reaction records. describe an organic reaction: reactants, conditions, products, and yield Reactants: CCOCCCC1(O)c2ccccc2C=Cc2ccccc21, O=C(O)C(F)(F)F. Product: C1=Cc2ccccc2Cc2ccccc21. As a reaction SMILES: [CH2:1]([O:2][CH2:3][CH2:4][CH2:5][C:7]1([OH:6])[c:8]2[c:9]([cH:18][cH:19][cH:20][cH:21]2)[CH:10]=[CH:11][c:12]2[c:13]1[cH:14][cH:15][cH:16][cH:17]2)[CH3:22].[OH:23][C:24]([C:25]([F:26])([F:27])[F:28])=[O:29]>>[CH2:7]1[c:8]2[c:9]([cH:18][cH:19][cH:20][cH:21]2)[CH:10]=[CH:11][c:12]2[c:13]1[cH:14][cH:15][cH:16][cH:17]2.